From a dataset of the Open Reaction Database (ORD), a public repository of structured organic reaction records. describe an organic reaction: reactants, conditions, products, and yield Reactants: [Cl-], Cl, O=N[O-], Nc1cc2c(c(C(=O)O)c1)OCCO2, [Na+], O. The product is O=C(O)c1cc(Cl)cc2c1OCCO2. RXN SMILES: [Cl-:19].[ClH:21].[N:15]([O-:16])=[O:17].[NH2:1][c:2]1[cH:3][c:4]([C:12](=[O:13])[OH:14])[c:5]2[c:6]([cH:11]1)[O:7][CH2:8][CH2:9][O:10]2.[Na+:18].[OH2:20]>>[c:2]1([Cl:19])[cH:3][c:4]([C:12](=[O:13])[OH:14])[c:5]2[c:6]([cH:11]1)[O:7][CH2:8][CH2:9][O:10]2. Starting materials: CC(C)(C)OO, C1CCOC1, CC(C)(C)[O-], O=[N+]([O-])c1cnccc1Cl, [K+]. Yields the product O=c1cc(Cl)c([N+](=O)[O-])c[nH]1. As a reaction SMILES: [C:17]([O:18][OH:19])([CH3:20])([CH3:21])[CH3:22].[CH2:23]1[O:24][CH2:25][CH2:26][CH2:27]1.[CH3:1][C:2]([CH3:3])([O-:4])[CH3:5].[Cl:7][c:8]1[c:9]([N+:14](=[O:15])[O-:16])[cH:10][n:11][cH:12][cH:13]1.[K+:6]>>[O:4]=[c:12]1[nH:11][cH:10][c:9]([N+:14](=[O:15])[O-:16])[c:8]([Cl:7])[cH:13]1. Starting materials: CC(=O)SCC(CC(C)C)C(=O)NCCN1CCOCC1, CCO, [NH4+], [OH-], O. The product is CC(C)CC(CS)C(=O)NCCN1CCOCC1. As a reaction SMILES: [C:1](=[O:2])([CH3:3])[S:4][CH2:5][CH:6]([C:7](=[O:8])[NH:9][CH2:10][CH2:11][N:12]1[CH2:13][CH2:14][O:15][CH2:16][CH2:17]1)[CH2:18][CH:19]([CH3:20])[CH3:21].[CH3:25][CH2:26][OH:27].[NH4+:24].[OH-:23].[OH2:22]>>[SH:4][CH2:5][CH:6]([C:7](=[O:8])[NH:9][CH2:10][CH2:11][N:12]1[CH2:13][CH2:14][O:15][CH2:16][CH2:17]1)[CH2:18][CH:19]([CH3:20])[CH3:21]. The reactants are CN(S(=O)(=O)N1C(=NC(=C1)C1=CC=CC=C1)CNC1=NC2=CC=CC=C2N=C1)C (N,N-Dimethyl-4-phenyl-2-((quinoxalin-2-ylamino)methyl)-1H-imidazole-1-sulfonamide), Cl (HCl). Run in CO (MeOH). Conditions: temperature 120 celsius. Yields the product C1(=CC=CC=C1)C=1N=C(NC1)CNC1=NC2=CC=CC=C2N=C1 (N-((4-phenyl-1H-imidazol-2-yl)methyl)quinoxalin-2-amine). As a reaction SMILES: CN(C)S([N:6]1[CH:10]=[C:9]([C:11]2[CH:16]=[CH:15][CH:14]=[CH:13][CH:12]=2)[N:8]=[C:7]1[CH2:17][NH:18][C:19]1[CH:28]=[N:27][C:26]2[C:21](=[CH:22][CH:23]=[CH:24][CH:25]=2)[N:20]=1)(=O)=O.Cl>CO>[C:11]1([C:9]2[N:8]=[C:7]([CH2:17][NH:18][C:19]3[CH:28]=[N:27][C:26]4[C:21](=[CH:22][CH:23]=[CH:24][CH:25]=4)[N:20]=3)[NH:6][CH:10]=2)[CH:16]=[CH:15][CH:14]=[CH:13][CH:12]=1. Procedure details: N,N-Dimethyl-4-phenyl-2-((quinoxalin-2-ylamino)methyl)-1H-imidazole-1-sulfonamide was dissolve in MeOH (5 mL) and 1 M HCl aqueous solution (4.5 mL) was added. The suspension was heated in the microwave (120° C., 40 min) and then poured into a separatory funnel. The phases were separated and the aqueous phase (pH about 2) was washed with Et2O (2×20 mL). The combined organic layers were discarded and the aqueous phase was made basic (pH about 10) by the slow addition of saturated aqueous K2CO3 (10... Yields the product CC1(N=CC2=CC(=C(C(=C2C1)C)O)C)C (3,3,5,7-Tetramethyl-3,4-dihydroisoquinolin-6-ol). Conditions: time 8 hour. Reactants: OC(CC=1C(=C(C(=CC1)C)O)C)(C)C (3-(2-Hydroxy-2-methylpropyl)-2,6-dimethylphenol), [C-]#N (cyanide), [Na+].[Cl-] (NaCl). Procedure: Tertiary alcohol 33 (12.5 g, 64.4 mmol) is subjected to the Ritter reaction according to general procedure B. The substrate is added to the acid/cyanide mixture (at rt) over a 2.5 h period, and the resulting red reaction mixture is stirred overnight at rt. Because of the high water solubility of the product, during the work-up the aqueous phase is saturated with NaCl, and extracted six times with EtOAc to obtain an acceptable recovery of material. The organic phase is dried (Na2SO4), filtered an... The solvent is O (water). As a reaction SMILES: O[C:2]([CH3:14])([CH3:13])[CH2:3][C:4]1[C:5]([CH3:12])=[C:6]([OH:11])[C:7]([CH3:10])=[CH:8][CH:9]=1.[C-:15]#[N:16].[Na+].[Cl-]>O>[CH3:13][C:2]1([CH3:14])[CH2:3][C:4]2[C:9](=[CH:8][C:7]([CH3:10])=[C:6]([OH:11])[C:5]=2[CH3:12])[CH:15]=[N:16]1 |f:2.3|.